From a dataset of the Open Reaction Database (ORD), a public repository of structured organic reaction records. describe an organic reaction: reactants, conditions, products, and yield The reactants are CSc1ccc(-c2ccc(C3CC4(C)C(=O)CCC4C4CC=C5CC6(CCC5C34)OCCO6)cc2)cc1, CO, [O-][I+3]([O-])([O-])[O-], [Na+], C1CCOC1, O. Product: CS(=O)c1ccc(-c2ccc(C3CC4(C)C(=O)CCC4C4CC=C5CC6(CCC5C34)OCCO6)cc2)cc1. As a reaction SMILES: [CH2:1]1[O:2][C:3]2([CH2:4][C:5]3=[CH:6][CH2:7][CH:8]4[CH:9]5[CH2:10][CH2:11][C:12](=[O:35])[C:13]5([CH3:14])[CH2:15][CH:16]([c:21]5[cH:22][cH:23][c:24](-[c:27]6[cH:28][cH:29][c:30]([S:33][CH3:34])[cH:31][cH:32]6)[cH:25][cH:26]5)[CH:17]4[CH:18]3[CH2:19][CH2:20]2)[O:36][CH2:37]1.[CH3:49][OH:50].[I+3:38]([O-:39])([O-:40])([O-:41])[O-:42].[Na+:43].[O:44]1[CH2:45][CH2:46][CH2:47][CH2:48]1.[OH2:51]>>[CH2:1]1[O:2][C:3]2([CH2:4][C:5]3=[CH:6][CH2:7][CH:8]4[CH:9]5[CH2:10][CH2:11][C:12](=[O:35])[C:13]5([CH3:14])[CH2:15][CH:16]([c:21]5[cH:22][cH:23][c:24](-[c:27]6[cH:28][cH:29][c:30]([S:33]([CH3:34])=[O:39])[cH:31][cH:32]6)[cH:25][cH:26]5)[CH:17]4[CH:18]3[CH2:19][CH2:20]2)[O:36][CH2:37]1. The reagents and catalysts are [Cu](Cl)Cl (copper(II)chloride). The product is BrC1=C(C=CC(=C1)OC(F)(F)F)Cl (2-Bromo-1-chloro-4-(trifluoromethoxy)benzene). Reaction conditions: time 1 hour. Solvent: C(C)#N (acetonitrile), C(C)#N (acetonitrile). Procedure details: To anhydrous copper(II)chloride (6.3 g, 47 mmol) in acetonitrile (100 mL) was added tert-butyl nitrite (6.85 mL, 58 mmol), followed dropwise by a solution of 2-bromo-4-(trifluoromethoxy)aniline (10 g, 39 mmol) in acetonitrile (15 mL). The solution was stirred at ambient temperature for 1 hour then poured into hydrochloric acid (250 mL, 2M). The suspension formed was extracted with diethyl ether (2×250 mL) and the extracts were dried (MgSO4). Concentration yielded the title compound as an oil (7.... As a reaction SMILES: N(OC(C)(C)C)=O.[Br:8][C:9]1[CH:15]=[C:14]([O:16][C:17]([F:20])([F:19])[F:18])[CH:13]=[CH:12][C:10]=1N.[ClH:21]>C(#N)C.[Cu](Cl)Cl>[Br:8][C:9]1[CH:15]=[C:14]([O:16][C:17]([F:20])([F:19])[F:18])[CH:13]=[CH:12][C:10]=1[Cl:21]. The reactants are N(=O)OC(C)(C)C (tert-butyl nitrite), BrC1=C(N)C=CC(=C1)OC(F)(F)F (2-bromo-4-(trifluoromethoxy)aniline), Cl (hydrochloric acid). Reactants: O=C1CCC(=O)N1Br, ClC(Cl)(Cl)Cl, CC1=C(c2ccccc2)C(=O)OC1, CC(C)(C#N)N=NC(C)(C)C#N, O=C1CCC(=O)N1. Yields the product CC1=C(c2ccccc2)C(=O)OC1Br. Reaction SMILES: [Br:14][N:15]1[C:16](=[O:17])[CH2:18][CH2:19][C:20]1=[O:21].[C:41]([Cl:42])([Cl:43])([Cl:44])[Cl:45].[CH3:1][C:2]1=[C:3]([c:8]2[cH:9][cH:10][cH:11][cH:12][cH:13]2)[C:4](=[O:7])[O:5][CH2:6]1.[N:22]([C:23]([CH3:24])([CH3:25])[C:26]#[N:27])=[N:28][C:29]([CH3:30])([CH3:31])[C:32]#[N:33].[O:34]=[C:35]1[NH:36][C:37](=[O:38])[CH2:39][CH2:40]1>>[CH3:1][C:2]1=[C:3]([c:8]2[cH:9][cH:10][cH:11][cH:12][cH:13]2)[C:4](=[O:7])[O:5][CH:6]1[Br:14]. The reactants are C(CC)(=O)NC=1C=C(N)C=CC1 (m-propionylaminoaniline), C(CCC)(=O)NC=1C=C(N)C=CC1 (m-butyrylaminoaniline). Product: NC=1C=C(C=CC1)OC (m-aminoanisole). Reaction SMILES: C(N[C:6]1[CH:7]=[C:8]([CH:10]=[CH:11][CH:12]=1)[NH2:9])(=O)CC.[C:13](NC1C=C(C=CC=1)N)(=[O:17])CCC>>[NH2:9][C:8]1[CH:7]=[C:6]([O:17][CH3:13])[CH:12]=[CH:11][CH:10]=1. Reported procedure: m-propionylaminoaniline, m-butyrylaminoaniline or